This data is from the Open Reaction Database (ORD), a public repository of structured organic reaction records. The task is: describe an organic reaction: reactants, conditions, products, and yield Starting materials: BrC=1C(=NC(=NC1)Cl)OC1=CC=C(C=C1)OC (5-bromo-2-chloro-4-(4-methoxyphenoxy)pyrimidine), Cl.OC(COC1=CC=C(N)C=C1)CN(C)C (4-[2-hydroxy-3-(N,N-dimethylamino)propoxy]aniline hydrochloride). Solvent: CN1CCCC1=O (NMP). Product: BrC=1C(=NC(=NC1)NC1=CC=C(C=C1)OCC(CN(C)C)O)OC1=CC=C(C=C1)OC (5-Bromo-2-{4-[2-hydroxy-3-(N,N-dimethylamino)propoxy]anilino}-4-(4-methoxyphenoxy)pyrimidine). Yield: 63.1%. As a reaction SMILES: [Br:1][C:2]1[C:3]([O:9][C:10]2[CH:15]=[CH:14][C:13]([O:16][CH3:17])=[CH:12][CH:11]=2)=[N:4][C:5](Cl)=[N:6][CH:7]=1.Cl.[OH:19][CH:20]([CH2:30][N:31]([CH3:33])[CH3:32])[CH2:21][O:22][C:23]1[CH:29]=[CH:28][C:26]([NH2:27])=[CH:25][CH:24]=1>CN1C(=O)CCC1>[Br:1][C:2]1[C:3]([O:9][C:10]2[CH:15]=[CH:14][C:13]([O:16][CH3:17])=[CH:12][CH:11]=2)=[N:4][C:5]([NH:27][C:26]2[CH:28]=[CH:29][C:23]([O:22][CH2:21][CH:20]([OH:19])[CH2:30][N:31]([CH3:32])[CH3:33])=[CH:24][CH:25]=2)=[N:6][CH:7]=1 |f:1.2|. Procedure: A solution of 5-bromo-2-chloro-4-(4-methoxyphenoxy)pyrimidine (Method 1, 200 mg, 0.63 mmol) and 4-[2-hydroxy-3-(N,N-dimethylamino)propoxy]aniline hydrochloride (Method 8, 156 mg, 0.56 mmol) in NMP (4 ml) was heated at 100° C. for 6 hours. Silica (1 g) was added and volatile material was removed by evaporation. The residue was purified by column chromatography, eluting with 0-10% 2.0M methanolic ammonia solution in DCM, to give the product as a colourless solid (173 mg, 56%). MS (MH+): 489, 491; ... Starting materials: C(=S)N (thiocarboxamide), 3-methyl-5,6,7,8-tetrahydroquinoline 8-(N-lithio-N-(tri-isothiocyanato) silyl)thiocarboxamide, 3-methyl-5,6,7,8-tetrahydroquinoline-8-(N-tri-isothiocyanato)silyl, CC=1C=NC=2CCCCC2C1 (3-methyl-5,6,7,8-tetrahydroquinoline), C(CCC)[Li] (n-butyl-lithium), [Si](N=C=S)(N=C=S)(N=C=S)N=C=S (silicon tetraisothiocyanate). The solvent is O (water), C1=CC=CC=C1 (benzene), C1=CC=CC=C1 (benzene). Run at time 0.5 hour. The product is CC=1C=NC=2C(CCCC2C1)C(N)=S (3-Methyl-5,6,7,8-tetrahydroquinoline-8-thiocarboxamide). RXN SMILES: [CH3:1][C:2]1[CH:3]=[N:4][C:5]2[CH2:6][CH2:7][CH2:8][CH2:9][C:10]=2[CH:11]=1.C([Li])CCC.[Si](N=C=S)(N=C=S)(N=C=S)[N:18]=[C:19]=[S:20].C(N)=S>C1C=CC=CC=1.O>[CH3:1][C:2]1[CH:3]=[N:4][C:5]2[CH:6]([C:19](=[S:20])[NH2:18])[CH2:7][CH2:8][CH2:9][C:10]=2[CH:11]=1. Procedure details: A solution of 3-methyl-5,6,7,8-tetrahydroquinoline (1.43 g, 0.01 mole) in benzene (20 ml) was treated with n-butyl-lithium (15% w/w, 4.5 ml, 0.01 mole) and the solution was allowed to stand at room temperature for 0.5 hours. The solution was then treated with a suspension of silicon tetraisothiocyanate (1.3 g, 0.005 mole) in benzene (5 ml) at 0° C. After 10 minutes, water (50 ml.) was added to the solution of 3-methyl-5,6,7,8-tetrahydroquinoline-8-(N-lithio-N-(tri-isothiocyanato) silyl)thiocarbo... Starting materials: OC1=CC=C(C=C1)[C@@H]1[C@@H]2CCC[C@H](CC1)[C@@H]2NC(OC(C)(C)C)=O (tert-butyl (1S,2S,5R,9S)-2-(4-hydroxyphenyl)bicyclo[3.3.1]nonan-9-ylcarbamate), [H-].[Na+] (NaH), Cl (HCl), [OH-].[Na+] (NaOH), S1C(=NC2=C1C=CC=C2)NC(=O)C=2C=CC=C1CCN(CC21)C=2SC(=C(N2)C(=O)OCC)CCCI (ethyl 2-(8-(benzo[d]thiazol-2-ylcarbamoyl)-3,4-dihydroisoquinolin-2(1H)-yl)-5-(3-iodopropyl)thiazole-4-carboxylate), Cl (HCl). Run in CN(C)C=O (DMF). Reaction conditions: time 5 minute. The product is N[C@@H]1[C@@H]2[C@H](CC[C@H]1CCC2)C2=CC=C(OCCCC1=C(N=C(S1)N1CC3=C(C=CC=C3CC1)C(NC=1SC3=C(N1)C=CC=C3)=O)C(=O)O)C=C2 (5-(3-(4-((1S,2S,5R,9S)-9-aminobicyclo[3.3.1]nonan-2-yl)phenoxy)propyl)-2-(8-(benzo[d]thiazol-2-ylcarbamoyl)-3,4-dihydroisoquinolin-2(1H)-yl)thiazole-4-carboxylic acid). Yield: 7.0%. Reaction SMILES: [OH:1][C:2]1[CH:7]=[CH:6][C:5]([C@H:8]2[CH2:15][CH2:14][C@@H:13]3[C@H:16]([NH:17]C(=O)OC(C)(C)C)[C@H:9]2[CH2:10][CH2:11][CH2:12]3)=[CH:4][CH:3]=1.[H-].[Na+].[S:27]1[C:31]2[CH:32]=[CH:33][CH:34]=[CH:35][C:30]=2[N:29]=[C:28]1[NH:36][C:37]([C:39]1[CH:40]=[CH:41][CH:42]=[C:43]2[C:48]=1[CH2:47][N:46]([C:49]1[S:50][C:51]([CH2:59][CH2:60][CH2:61]I)=[C:52]([C:54]([O:56]CC)=[O:55])[N:53]=1)[CH2:45][CH2:44]2)=[O:38].Cl.[OH-].[Na+]>CN(C=O)C>[NH2:17][C@H:16]1[C@@H:13]2[CH2:12][CH2:11][CH2:10][C@H:9]1[C@@H:8]([C:5]1[CH:4]=[CH:3][C:2]([O:1][CH2:61][CH2:60][CH2:59][C:51]3[S:50][C:49]([N:46]4[CH2:45][CH2:44][C:43]5[C:48](=[C:39]([C:37](=[O:38])[NH:36][C:28]6[S:27][C:31]7[CH:32]=[CH:33][CH:34]=[CH:35][C:30]=7[N:29]=6)[CH:40]=[CH:41][CH:42]=5)[CH2:47]4)=[N:53][C:52]=3[C:54]([OH:56])=[O:55])=[CH:7][CH:6]=1)[CH2:15][CH2:14]2 |f:1.2,5.6|. Procedure: Tert-butyl (1S,2S,5R,9S)-2-(4-hydroxyphenyl)bicyclo[3.3.1]nonan-9-ylcarbamate 80A (40.5 mg, 0.11 mmol) in DMF (1 ml) was treated with NaH (12 mg, 0.3 mmol). After stirring at ambient temperature for 5 minutes, compound 2C (63 mg, 0.1 mmol) was added and stirring was continued for 1.5 hours. HCl (4N HCl in dioxane) (2.5 ml, 10 mmol) was added and the mixture was stirred overnight at room temperature and then at 60° C. for 6 hours. The reaction mixture was cooled to room temperature and concentrat... Reactants: ClC1=CC=2C3=C(N(C2C=C1)C)C(C=C(O3)C(=O)OCC)=O (ethyl 8-chloro-4,5-dihydro-5-methyl-4-oxopyrano[3,2-b]indole-2-carboxylate), O (H2O), ice. Run in C(C)(=O)O (acetic acid), Cl (hydrochloric acid). The product is ClC1=CC=2C3=C(N(C2C=C1)C)C(C=C(O3)C(=O)O)=O (8-Chloro-4,5-dihydro-5-methyl-4-oxopyrano[3,2-b]indole-2-carboxylic acid). Reaction SMILES: [Cl:1][C:2]1[CH:10]=[CH:9][C:8]2[N:7]([CH3:11])[C:6]3[C:12](=[O:21])[CH:13]=[C:14]([C:16]([O:18]CC)=[O:17])[O:15][C:5]=3[C:4]=2[CH:3]=1.O>C(O)(=O)C.Cl>[Cl:1][C:2]1[CH:10]=[CH:9][C:8]2[N:7]([CH3:11])[C:6]3[C:12](=[O:21])[CH:13]=[C:14]([C:16]([OH:18])=[O:17])[O:15][C:5]=3[C:4]=2[CH:3]=1. Procedure: A mixture of 3.5 g (0.012 mole) of ethyl 8-chloro-4,5-dihydro-5-methyl-4-oxopyrano[3,2-b]indole-2-carboxylate in 50 ml glacial acetic acid and 10 ml conc. hydrochloric acid was stirred at reflux for 3 hr, then cooled and added to 500 g ice--H2O. The crude product was filtered, washed with 50% aqueous ethanol, and air dried. A suspension of the product in 75 ml of chloroform was stirred for 90 min at room temperature, then filtered. After recrystallization twice from DMF-water, the final product ... The reactants are C(C)(=O)C=1N=CC(=NC1)NC(C(C)(C)C)=O (N-(5-acetyl-pyrazin-2-yl)-2,2-dimethyl-propionamide), Cl.C(C)(C)(C)ON (O-(tert-butyl)hydroxylamine hydrochloride). Run in CO (methanol), N1=CC=CC=C1 (pyridine). Run at temperature 25 celsius. The product is ethyl acetate hexanes, C(C)(C)(C)ON=C(C)C=1N=CC(=NC1)NC(C(C)(C)C)=O (N-[5-(1-tert-butoxyimino-ethyl)-pyrazin-2-yl]-2,2-dimethyl-propionamide). Yield: 98.3%. RXN SMILES: [C:1]([C:4]1[N:5]=[CH:6][C:7]([NH:10][C:11](=[O:16])[C:12]([CH3:15])([CH3:14])[CH3:13])=[N:8][CH:9]=1)(=O)[CH3:2].Cl.[C:18]([O:22][NH2:23])([CH3:21])([CH3:20])[CH3:19]>CO.N1C=CC=CC=1>[C:18]([O:22][N:23]=[C:1]([C:4]1[N:5]=[CH:6][C:7]([NH:10][C:11](=[O:16])[C:12]([CH3:15])([CH3:14])[CH3:13])=[N:8][CH:9]=1)[CH3:2])([CH3:21])([CH3:20])[CH3:19] |f:1.2|. Reported procedure: A solution of N-(5-acetyl-pyrazin-2-yl)-2,2-dimethyl-propionamide (800.0 mg, 3.62 mmol) in methanol (9 mL) and pyridine (9 mL) was treated with O-(tert-butyl)hydroxylamine hydrochloride (681.1 mg, 5.42 mmol). The resulting reaction mixture was heated under reflux for 30 min. The reaction mixture was allowed to cool to 25° C. and then was concentrated in vacuo. The resulting residue was diluted with ethyl acetate (50 mL). The organic layer was washed with a 1N aqueous hydrochloric acid solution (... The reactants are ice water, [H-].[Na+] (NaH), C(C)(C)(C)OC(=O)N1[C@H](CCC1)COS(=O)(=O)C1=CC=C(C=C1)C ((R)-2-(toluene-4-sulfonyloxymethyl)-pyrrolidine-1-carboxylic acid tert-butyl ester), IC1=CC=C(C=C1)C(=O)C1=CC=C(C=C1)O ((4-Iodo-phenyl)-(4-hydroxy-phenyl)-methanone). Run in CN(C)C=O (DMF). Reaction conditions: time 30 minute. The product is C(C)(C)(C)OC(=O)N1[C@H](CCC1)COC1=CC=C(C=C1)C(C1=CC=C(C=C1)I)=O ((R)-2-[4-(4-Iodo-benzoyl)-phenoxymethyl]-pyrrolidine-1-carboxylic acid tert-butyl ester). Yield: 55.2%. RXN SMILES: [H-].[Na+].[I:3][C:4]1[CH:9]=[CH:8][C:7]([C:10]([C:12]2[CH:17]=[CH:16][C:15]([OH:18])=[CH:14][CH:13]=2)=[O:11])=[CH:6][CH:5]=1.[C:19]([O:23][C:24]([N:26]1[CH2:30][CH2:29][CH2:28][C@@H:27]1[CH2:31]OS(C1C=CC(C)=CC=1)(=O)=O)=[O:25])([CH3:22])([CH3:21])[CH3:20]>CN(C=O)C>[C:19]([O:23][C:24]([N:26]1[CH2:30][CH2:29][CH2:28][C@@H:27]1[CH2:31][O:18][C:15]1[CH:16]=[CH:17][C:12]([C:10](=[O:11])[C:7]2[CH:8]=[CH:9][C:4]([I:3])=[CH:5][CH:6]=2)=[CH:13][CH:14]=1)=[O:25])([CH3:22])([CH3:20])[CH3:21] |f:0.1|. Reported procedure: To a 25 mL vial which contained a suspension of NaH (60% in mineral oil, 60 mg, 1.5 mmol) in DMF (10 mL) was added the product from step 1 (324 mg, 1 mmol) at 0° C. The mixture was allowed to warm to rt and stir at rt for 30 min then cooled to 0° C. To this reaction mixture was added (R)-2-(toluene-4-sulfonyloxymethyl)-pyrrolidine-1-carboxylic acid tert-butyl ester (400 mg, 1.1 mmol) at 0° C. The resulting mixture was allowed warm to rt and stir at rt for 30 min and then was heated to 95° C. and... Reactants: 19E, 19Z, ( 100 ), COC(=O)CP(=O)(OC)OC (trimethyl phosphonoacetate), C(C)(C)(C)O[K] (tBuOK), COC1=NC(=CC(=C1COCOC)C(CC)=O)[Si](C)(C)C (1-[2-Methoxy-3-methoxymethoxymethyl-6-(trimethylsilanyl)pyridin-4-yl]propan-1-one), [Na+].[Cl-] (NaCl), [Na+].[Cl-] (NaCl), ( 100 ), 19E, COC1=NC(=CC(=C1COCOC)C(CC)=O)[Si](C)(C)C (1-[2-Methoxy-3-methoxymethoxymethyl-6-(trimethylsilanyl)pyridin-4-yl]propan-1-one), 19Z. Solvent: C1CCOC1 (THF), C1CCOC1 (THF). The product is COC(\C=C(/CC)\C1=C(C(=NC(=C1)[Si](C)(C)C)OC)COCOC)=O ((E)-3-[2-Methoxy-3-methoxymethoxymethyl-6-(trimethylsilanyl)pyridin-4-yl]pent-2-enoic acid methyl ester). Reaction SMILES: [CH3:1][O:2][C:3]([CH2:5]P(OC)(OC)=O)=[O:4].C(O[K])(C)(C)C.[CH3:18][O:19][C:20]1[C:25]([CH2:26][O:27][CH2:28][O:29][CH3:30])=[C:24]([C:31](=O)[CH2:32][CH3:33])[CH:23]=[C:22]([Si:35]([CH3:38])([CH3:37])[CH3:36])[N:21]=1.[Na+].[Cl-]>C1COCC1>[CH3:1][O:2][C:3](=[O:4])/[CH:5]=[C:31](/[C:24]1[CH:23]=[C:22]([Si:35]([CH3:36])([CH3:37])[CH3:38])[N:21]=[C:20]([O:19][CH3:18])[C:25]=1[CH2:26][O:27][CH2:28][O:29][CH3:30])\[CH2:32][CH3:33] |f:3.4|. Reported procedure: To a mixture of trimethyl phosphonoacetate (2.5 mL, 15.3 mmol) and tBuOK (1.7 g, 15.3 mmol) in THF (20 mL) at 0° C. (1 h) was added a THF (10 nmL) solution of 18 (1.2 g, 3.7 mmol). The mixture was stirred at reflux for 36 h. Purification of the crude residue by flash chromatography (hexane/EtOAc 92:8) followed by preparative HPLC (hexane/EtOAc 92:8, Novapak normal phase cartridge column, 10 mL/min), afforded in order of elution; 18 (123.3 mg, 10%), 19E (387.0 mg, 27%) and 19Z (609.3 mg, 43%) as ... Yields the product COC(=O)c1cccc2[nH]c(C(=O)NC3CCN(C(C)C)CC3)nc12. The reactants are C1CCOC1, COC(=O)c1cccc2[nH]c(C(Cl)(Cl)Cl)nc12, CC(C)N1CCC(N)CC1, Cl, Cl, [Na+], O=C([O-])O, O. RXN SMILES: [CH2:35]1[O:36][CH2:37][CH2:38][CH2:39]1.[CH3:1][O:2][C:3](=[O:4])[c:5]1[cH:6][cH:7][cH:8][c:9]2[nH:10][c:11]([C:14]([Cl:15])([Cl:16])[Cl:17])[n:12][c:13]12.[CH:20]([CH3:21])([CH3:22])[N:23]1[CH2:24][CH2:25][CH:26]([NH2:29])[CH2:27][CH2:28]1.[ClH:18].[ClH:19].[Na+:34].[O-:30][C:31]([OH:32])=[O:33].[OH2:40]>>[CH3:1][O:2][C:3](=[O:4])[c:5]1[cH:6][cH:7][cH:8][c:9]2[nH:10][c:11]([C:14]([NH:29][CH:26]3[CH2:25][CH2:24][N:23]([CH:20]([CH3:21])[CH3:22])[CH2:28][CH2:27]3)=[O:30])[n:12][c:13]12.